This data is from the Open Reaction Database (ORD), a public repository of structured organic reaction records. The task is: describe an organic reaction: reactants, conditions, products, and yield Run in C1(=CC=CC=C1)C (toluene). Reactants: CC1=CC(=C(C=C1)C1=C(C=C(C=C1)C)[N+](=O)[O-])[N+](=O)[O-] (4,4'-dimethyl-2,2'-dinitrobiphenyl), sodium dihydro-bis-(2-methoxyethoxy)-aluminate. Product: CC=1C=CC2=C(N=NC=3C=C(C=CC23)C)C1 (3,8-dimethylbenzo-[c]-cinnoline). RXN SMILES: [CH3:1][C:2]1[CH:7]=[CH:6][C:5]([C:8]2[CH:13]=[CH:12][C:11]([CH3:14])=[CH:10][C:9]=2[N+:15]([O-])=O)=[C:4]([N+:18]([O-])=O)[CH:3]=1>C1(C)C=CC=CC=1>[CH3:1][C:2]1[CH:7]=[CH:6][C:5]2[C:8]3[CH:13]=[CH:12][C:11]([CH3:14])=[CH:10][C:9]=3[N:15]=[N:18][C:4]=2[CH:3]=1. Procedure: 64 g (0.235 mol) of 4,4'-dimethyl-2,2'-dinitrobiphenyl are dissolved in 700 ml of dry toluene, under argon. 313 g (1.084 mols) of sodium dihydro-bis-(2-methoxyethoxy)-aluminate (70% in toluene) are added slowly dropwise, with stirring; an exothermic reaction takes place. The mixture is stirred for a further 10 minutes at about 80° C. The solution is evaporated to dryness. The oily residue is ground with 500 ml of water and 100 ml of concentrated ammonia. The brown suspension is filtered through ... Reactants: N1(CCNCC1)C1=C(C=C(C=N1)CO)C(F)(F)F ((6-Piperazin-1-yl-5-trifluoromethyl-pyridin-3-yl)-methanol), ClC1=NC2=C(N1)C=C(C=C2C2=CC(=C(C(=C2)F)F)F)C(F)(F)F (2-chloro-6-trifluoromethyl-4-(3,4,5-trifluoro-phenyl)-1H-benzoimidazole). Run in CCO (EtOH). Yields the product FC(C=1C=C(C=NC1N1CCN(CC1)C1=NC2=C(N1)C(=CC(=C2)C(F)(F)F)C2=CC(=C(C(=C2)F)F)F)CO)(F)F ((5-Trifluoromethyl-6-{4-[5-trifluoromethyl-7-(3,4,5-trifluoro-phenyl)-1H-benzoimidazol-2-yl]-piperazin-1-yl}-pyridin-3-yl)-methanol). As a reaction SMILES: [N:1]1([C:7]2[N:12]=[CH:11][C:10]([CH2:13][OH:14])=[CH:9][C:8]=2[C:15]([F:18])([F:17])[F:16])[CH2:6][CH2:5][NH:4][CH2:3][CH2:2]1.Cl[C:20]1[NH:24][C:23]2[CH:25]=[C:26]([C:38]([F:41])([F:40])[F:39])[CH:27]=[C:28]([C:29]3[CH:34]=[C:33]([F:35])[C:32]([F:36])=[C:31]([F:37])[CH:30]=3)[C:22]=2[N:21]=1>CCO>[F:17][C:15]([F:18])([F:16])[C:8]1[CH:9]=[C:10]([CH2:13][OH:14])[CH:11]=[N:12][C:7]=1[N:1]1[CH2:6][CH2:5][N:4]([C:20]2[NH:21][C:22]3[C:28]([C:29]4[CH:30]=[C:31]([F:37])[C:32]([F:36])=[C:33]([F:35])[CH:34]=4)=[CH:27][C:26]([C:38]([F:41])([F:39])[F:40])=[CH:25][C:23]=3[N:24]=2)[CH2:3][CH2:2]1. Procedure: A mixture of (6-piperazin-1-yl-5-trifluoromethyl-pyridin-3-yl)-methanol from step (e) above (131 mg, 0.5 mmol) and 2-chloro-6-trifluoromethyl-4-(3,4,5-trifluoro-phenyl)-1H-benzoimidazole (175 mg, 0.5 mmol, Example 51b) in EtOH (2 mL) reacted under the conditions of Example 3c to give the title compound as a white solid. MS (ESI, pos. ion) m/e: 576 (M+1). The reactants are C1(CCC(=O)O1)=O (succinic anhydride), C(C)(C)(C)N (t-butylamine), resultant mixture. Run in ClCCl (dichloromethane). Conditions: time 2 hour. The product is C(C)(C)(C)NC(CCC(=O)O)=O (4-(t-butylamino)-4-oxobutanoic acid). As a reaction SMILES: [C:1]1(=[O:7])[O:6][C:4](=[O:5])[CH2:3][CH2:2]1.[C:8]([NH2:12])([CH3:11])([CH3:10])[CH3:9]>ClCCl>[C:8]([NH:12][C:1](=[O:7])[CH2:2][CH2:3][C:4]([OH:6])=[O:5])([CH3:11])([CH3:10])[CH3:9]. Procedure: 3.07 g (30.6 mmol) of succinic anhydride was suspended in 30 ml of dichloromethane. 4.1 ml (34.5 mmol) of t-butylamine was dropped into the suspension, and the resultant mixture was stirred at room temperature for 1 hour. White crystals thus formed were washed with ethyl acetate and then dissolved in 40 ml of 1 N aqueous sodium hydroxide solution. The resultant solution was stirred at room temperature for 2 hours and then acidified with 1 N aqueous hydrochloric acid solution under cooling with i... Reactants: Cl (HCl), ClC1=C(C=C2C(=N1)C=C(O2)[C@@H]2NCCC2)Cl (5,6-Dichloro-2-(2-(R)-pyrrolidinyl)furo[3,2-b]pyridine), C=O (formaldehyde). Run in CCOCC (Et2O), CCOCC (Et2O), C(=O)O (formic acid). Run at temperature 60 celsius. Product: Cl.ClC1=C(C=C2C(=N1)C=C(O2)[C@@H]2N(CCC2)C)Cl (5,6-Dichloro-2-(1-methyl-2-(R)-pyrrolidinyl)furo[3,2-b]pyridine hydrochloride). Isolated yield 46.0%. RXN SMILES: [Cl:1][C:2]1[N:7]=[C:6]2[CH:8]=[C:9]([C@H:11]3[CH2:15][CH2:14][CH2:13][NH:12]3)[O:10][C:5]2=[CH:4][C:3]=1[Cl:16].Cl.[CH2:18]=O>C(O)=O.CCOCC>[ClH:1].[Cl:1][C:2]1[N:7]=[C:6]2[CH:8]=[C:9]([C@H:11]3[CH2:15][CH2:14][CH2:13][N:12]3[CH3:18])[O:10][C:5]2=[CH:4][C:3]=1[Cl:16] |f:5.6|. Reported procedure: 5,6-Dichloro-2-(2-(R)-pyrrolidinyl)furo[3,2-b]pyridine from Example 39b (56 mg, 0.22 mmol) was dissolved in an aqueous solution of 37% formaldehyde (excess) and 88% formic acid (excess). The aqueous mixture was heated to 60° C. for 1 hour and then allowed to cool to ambient temperature. The reaction mixture was washed with Et2O, basified with 15% NaOH solution and extracted with CH2Cl2 (2×). The organic phases were combined, dried (MgSO4), concentrated and chromatographed (silica gel; CHCl3 /MeO... The reactants are S(=O)(=O)([O-])S(=O)[O-].[Na+].[Na+] (sodium pyrosulfite), S(=O)(=O)([O-])OOS(=O)(=O)[O-].[NH4+].[NH4+] (ammonium persulfate), solution, C=CS(=O)(=O)[O-].[Na+] (sodium ethylene sulfonate), N(=O)[O-].[Na+] (sodium nitrite), Cl (hydrochloric acid), C(C=C)(=O)N (Acrylamide), C(C=C)#N (acrylonitrile), NC(=O)N (urea). Solvent: O=O (oxygen), C(C)O (ethanol), O (water). Conditions: time 24 hour. Product: C(C=C)#N (acrylonitrile), C(C=C)(=O)N (acrylamide), C=CS(=O)(=O)O (ethylene sulfonic acid). Reaction SMILES: [CH2:1]=[CH:2][S:3]([O-:6])(=[O:5])=[O:4].[Na+].N([O-])=O.[Na+].NC(N)=O.Cl.[C:17]([NH2:21])(=[O:20])[CH:18]=[CH2:19].C(#N)C=C.S(S([O-])=O)([O-])(=O)=O.[Na+].[Na+].S(OOS([O-])(=O)=O)([O-])(=O)=O.[NH4+].[NH4+]>O=O.C(O)C.O>[C:17](#[N:21])[CH:18]=[CH2:19].[C:17]([NH2:21])(=[O:20])[CH:18]=[CH2:19].[CH2:1]=[CH:2][S:3]([OH:6])(=[O:5])=[O:4] |f:0.1,2.3,8.9.10,11.12.13|. Reported procedure: A water-soluble copolymer of acrylonitrile, acrylamide and ethylene sulfonic acid was prepared in the following way: 57.5 g of an aqueous 47% solution of sodium ethylene sulfonate, stabilized against polymerization by 0.2% sodium nitrite, was destabilized by adding 3 g urea and acidified with concentrated hydrochloric acid to pH 2. The developing gases were repeatedly drawn off. 7.1 g Acrylamide and 13.6 ml acrylonitrile were added and the monomer mixture was dissolved in 76 ml of oxygen-free wa... Reactants: COC(=O)C1=CC=C2N=C(C=3N(C2=C1)C(NN3)=O)NC(C)C (4-isopropylamino-1-oxo-1,2-dihydro-[1,2,4]triazolo[4,3-a]quinoxaline-8-carboxylic acid methyl ester), [H-].[H-].[H-].[H-].[Li+].[Al+3] (LAH). The solvent is C1CCOC1 (THF). Conditions: temperature 65 celsius. Yields the product OCC1=CC=C2N=C(C=3N(C2=C1)C(NN3)=O)NC(C)C (8-Hydroxymethyl-4-isopropylamino-2H-[1,2,4]triazolo[4,3-a]quinoxalin-1-one). As a reaction SMILES: C[O:2][C:3]([C:5]1[CH:14]=[C:13]2[C:8]([N:9]=[C:10]([NH:19][CH:20]([CH3:22])[CH3:21])[C:11]3[N:12]2[C:15](=[O:18])[NH:16][N:17]=3)=[CH:7][CH:6]=1)=O.[H-].[H-].[H-].[H-].[Li+].[Al+3]>C1COCC1>[OH:2][CH2:3][C:5]1[CH:14]=[C:13]2[C:8]([N:9]=[C:10]([NH:19][CH:20]([CH3:22])[CH3:21])[C:11]3[N:12]2[C:15](=[O:18])[NH:16][N:17]=3)=[CH:7][CH:6]=1 |f:1.2.3.4.5.6|. Reported procedure: A solution of 4-isopropylamino-1-oxo-1,2-dihydro-[1,2,4]triazolo[4,3-a]quinoxaline-8-carboxylic acid methyl ester (200 mg) in THF (5.0 mL) was stirred as LAH (76 mg) was added. The mixture was heated to 65° C. for two hr. and cooled to 23° C. prior to quenching with water (100 μL), 15% sodium hydroxide (100 μL); and water (300 μL). The solids were removed by filtration through diatomaceous earth, and the filtrate was concentrated. The residue was purified by silica gel chromatography to provide ...